From a dataset of the Open Reaction Database (ORD), a public repository of structured organic reaction records. describe an organic reaction: reactants, conditions, products, and yield Starting materials: C1CCOC1, CO, Cl, O=C(O)C1Cc2ccccc2N1. Product: OCC1Cc2ccccc2N1. As a reaction SMILES: [CH2:16]1[O:17][CH2:18][CH2:19][CH2:20]1.[CH3:13][OH:14].[ClH:15].[NH:1]1[CH:2]([C:10](=[O:11])[OH:12])[CH2:3][c:4]2[cH:5][cH:6][cH:7][cH:8][c:9]21>>[NH:1]1[CH:2]([CH2:10][OH:11])[CH2:3][c:4]2[cH:5][cH:6][cH:7][cH:8][c:9]21. The reactants are BrC1=CC2=C(NC(=N2)C2=NOC3(C2)CCCCC3)C=C1 (3-(5-bromo-1H-benzimidazol-2-yl)-1-oxa-2-aza-spiro[4.5]dec-2-ene), ClC1=C(C=CC=C1)B(O)O (2-chloro-benzene-boronic acid). Yields the product ClC1=C(C=CC=C1)C1=CC2=C(NC(=N2)C2=NOC3(C2)CCCCC3)C=C1 (3-[5-(2-Chlorophenyl)-1H-benzimidazol-2-yl]-1-oxa-2-aza-spiro[4.5]dec-2-ene). RXN SMILES: Br[C:2]1[CH:20]=[CH:19][C:5]2[NH:6][C:7]([C:9]3[CH2:13][C:12]4([CH2:18][CH2:17][CH2:16][CH2:15][CH2:14]4)[O:11][N:10]=3)=[N:8][C:4]=2[CH:3]=1.[Cl:21][C:22]1[CH:27]=[CH:26][CH:25]=[CH:24][C:23]=1B(O)O>>[Cl:21][C:22]1[CH:27]=[CH:26][CH:25]=[CH:24][C:23]=1[C:2]1[CH:20]=[CH:19][C:5]2[NH:6][C:7]([C:9]3[CH2:13][C:12]4([CH2:18][CH2:17][CH2:16][CH2:15][CH2:14]4)[O:11][N:10]=3)=[N:8][C:4]=2[CH:3]=1. Reported procedure: The title compound was prepared from 3-(5-bromo-1H-benzimidazol-2-yl)-1-oxa-2-aza-spiro[4.5]dec-2-ene (as prepared in the previous step) and 2-chloro-benzene-boronic acid according to the procedure described in Example 1, step D. 1H-NMR (400 MHz, d4-MeOH) δ: 7.46-7.76 (m, 3H), 7.29-7.42 (m, 4H), 3.27 (s, 2H), 1.69-1.87 (m, 6H), 1.46-1.62 (m, 4H). The reactants are CON=C(C(=O)NC1[C@@H]2N(C(=C(CS2)CSC=2SC=NN2)C(=O)O)C1=O)C=1N=C(SC1)NC=O (7-[2-Methoxyimino-2-(2-formamido-1,3-thiazol-4-yl)acetamido]-3-(1,3,4-thiadiazol-2-yl)thiomethyl-3-cephem-4-carboxylic acid), P(=O)(Cl)(Cl)Cl (phosphorus oxychloride). The solvent is CO (methanol). Yields the product Cl.CON=C(C(=O)NC1[C@@H]2N(C(=C(CS2)CSC=2SC=NN2)C(=O)O)C1=O)C=1N=C(SC1)N (7-[2-methoxyimino-2-(2-amino-1,3-thiazol-4-yl)acetamido]-3-(1,3,4-thiadiazol-2-yl)thiomethyl-3-cephem-4-carboxylic acid hydrochloride). The yield is 112.1%. RXN SMILES: [CH3:1][O:2][N:3]=[C:4]([C:27]1[N:28]=[C:29]([NH:32]C=O)[S:30][CH:31]=1)[C:5]([NH:7][CH:8]1[C:25](=[O:26])[N:10]2[C:11]([C:22]([OH:24])=[O:23])=[C:12]([CH2:15][S:16][C:17]3[S:18][CH:19]=[N:20][N:21]=3)[CH2:13][S:14][C@H:9]12)=[O:6].P(Cl)(Cl)([Cl:37])=O>CO>[ClH:37].[CH3:1][O:2][N:3]=[C:4]([C:27]1[N:28]=[C:29]([NH2:32])[S:30][CH:31]=1)[C:5]([NH:7][CH:8]1[C:25](=[O:26])[N:10]2[C:11]([C:22]([OH:24])=[O:23])=[C:12]([CH2:15][S:16][C:17]3[S:18][CH:19]=[N:20][N:21]=3)[CH2:13][S:14][C@H:9]12)=[O:6] |f:3.4|. Reported procedure: 7-[2-Methoxyimino-2-(2-formamido-1,3-thiazol-4-yl)acetamido]-3-(1,3,4-thiadiazol-2-yl)thiomethyl-3-cephem-4-carboxylic acid (syn isomer) (10.8 g.) was added to methanol (200 ml.), and phosphorus oxychloride (7.2 g.) was dropwise added thereto with stirring and ice-cooling at 2° to 9° C. After stirring for 1.5 hours at the same temperature, the reaction mixture was concentrated under reduced pressure on a water bath of 25° to 28° C. to the volume of 100 ml. To the residue was added ether (300 ml....